Dataset: the Open Reaction Database (ORD), a public repository of structured organic reaction records. Task: describe an organic reaction: reactants, conditions, products, and yield Yield: 63.0%. Reported procedure: Prepared analogously to Compound 1B replacing Compound 1E with ethyl (4-{[4-chloro-5-(trifluoromethyl)pyrimidin-2-yl]amino}-3-methoxybenzyl)propylphosphinate (Compound 37C, 0.680 g, 1.50 mmol) and Compound 1C with Compound 6F (0.420 g, 1.52 mmol) to isolate the title compound as 650 mg of a light yellow solid (63%). MS (ESI): m/z 691.25 [M+H]+. UPLC: tR=0.98 min (polar—2 min). Starting materials: ClC1=NC(=NC=C1C(F)(F)F)NC1=C(C=C(CCCCP(OCC)=O)C=C1)OC (ethyl (4-{[4-chloro-5-(trifluoromethyl)pyrimidin-2-yl]amino}-3-methoxybenzyl)propylphosphinate), NC=1C=CC(=C2CN(C(C12)=O)C)C=1C=NN(C1)CCCO (7-amino-4-[1-(3-hydroxypropyl)-1H-pyrazol-4-yl]-2-methyl-2,3-dihydro-1H-isoindol-1-one), OCCCN1N=CC(=C1)C=1C=CC(=C2C(N(CC12)C)=O)NC1=NC(=NC=C1C(F)(F)F)NC1=C(C=C(CP(OCC)(OCC)=O)C=C1)OC (diethyl (4-{[4-({7-[1-(3-hydroxypropyl)-1H-pyrazol-4-yl]-2-methyl-3-oxo-2,3-dihydro-1H-isoindol-4-yl}amino)-5-(trifluoromethyl)pyrimidin-2-yl]amino}-3-methoxybenzyl)phosphonate), ClC1=NC(=NC=C1C(F)(F)F)NC1=C(C=C(CCCCP(OCC)=O)C=C1)OC (ethyl (4-{[4-chloro-5-(trifluoromethyl)pyrimidin-2-yl]amino}-3-methoxybenzyl)propylphosphinate), NC=1C(=NC=CC1)C(=O)OCC (ethyl 3-aminopicolinate). Yields the product OCCCN1N=CC(=C1)C1=CC=C(C(=N1)C(NC)=O)NC1=NC(=NC=C1C(F)(F)F)NC1=C(C=C(CCCCP(OCC)=O)C=C1)OC (Ethyl (4-{[4-({6-[1-(3-hydroxypropyl)-1H-pyrazol-4-yl]-2-(methylcarbamoyl)pyridin-3-yl}amino)-5-(trifluoromethyl)pyrimidin-2-yl]amino}-3-methoxybenzyl)propylphosphinate), light yellow solid. As a reaction SMILES: [OH:1][CH2:2][CH2:3][CH2:4][N:5]1[CH:9]=[C:8]([C:10]2[CH:11]=[CH:12][C:13]([NH:21][C:22]3[C:27]([C:28]([F:31])([F:30])[F:29])=[CH:26][N:25]=[C:24]([NH:32][C:33]4[CH:47]=[CH:46][C:36](CP(=O)(OCC)OCC)=[CH:35][C:34]=4[O:48][CH3:49])[N:23]=3)=[C:14]3C=2C[N:16]([CH3:19])[C:15]3=[O:20])[CH:7]=[N:6]1.ClC1C(C(F)(F)F)=CN=C(NC2C=CC([CH2:66][CH2:67][CH2:68][CH2:69][PH:70](=[O:74])[O:71][CH2:72][CH3:73])=CC=2OC)N=1.[NH2:79]C1C=CC(C2C=NN(CCCO)C=2)=C2C=1C(=O)N(C)C2.NC1C(C(OCC)=O)=NC=CC=1>>[OH:1][CH2:2][CH2:3][CH2:4][N:5]1[CH:9]=[C:8]([C:10]2[N:79]=[C:14]([C:15](=[O:20])[NH:16][CH3:19])[C:13]([NH:21][C:22]3[C:27]([C:28]([F:29])([F:30])[F:31])=[CH:26][N:25]=[C:24]([NH:32][C:33]4[CH:47]=[CH:46][C:36]([CH2:66][CH2:67][CH2:68][CH2:69][PH:70](=[O:74])[O:71][CH2:72][CH3:73])=[CH:35][C:34]=4[O:48][CH3:49])[N:23]=3)=[CH:12][CH:11]=2)[CH:7]=[N:6]1. Yields the product C#CCOC(=O)C(Cc1c[nH]c2ccccc12)NC(=O)c1ccccc1. As a reaction SMILES: [C:1]([c:2]1[cH:3][cH:4][cH:5][cH:6][cH:7]1)(=[O:8])[NH:9][CH:10]([C:11](=[O:12])[OH:13])[CH2:14][c:15]1[cH:16][nH:17][c:18]2[cH:19][cH:20][cH:21][cH:22][c:23]12.[CH2:24]([C:25]#[CH:26])[OH:27].[CH2:43]([Cl:44])[Cl:45].[CH3:46][N:47]([c:48]1[cH:49][cH:50][n:51][cH:52][cH:53]1)[CH3:54].[CH:28]1([N:29]=[C:30]=[N:31][CH:32]2[CH2:33][CH2:34][CH2:35][CH2:36][CH2:37]2)[CH2:38][CH2:39][CH2:40][CH2:41][CH2:42]1>>[C:1]([c:2]1[cH:3][cH:4][cH:5][cH:6][cH:7]1)(=[O:8])[NH:9][CH:10]([C:11](=[O:12])[O:13][CH2:26][C:25]#[CH:24])[CH2:14][c:15]1[cH:16][nH:17][c:18]2[cH:19][cH:20][cH:21][cH:22][c:23]12. Reactants: O=C(NC(Cc1c[nH]c2ccccc12)C(=O)O)c1ccccc1, C#CCO, ClCCl, CN(C)c1ccncc1, C(=NC1CCCCC1)=NC1CCCCC1. Reactants: CN1CCCC1=N, Cl, O=C=Nc1ccc([N+](=O)[O-])cc1, [N-]=C=O, [Na+], [OH-], O, c1ccccc1. The product is CN1CCCC1=NC(=O)Nc1ccc([N+](=O)[O-])cc1. RXN SMILES: [CH3:2][N:3]1[C:4](=[NH:8])[CH2:5][CH2:6][CH2:7]1.[ClH:1].[N+:11](=[O:12])([O-:13])[c:14]1[cH:15][cH:16][c:17]([N:20]=[C:21]=[O:22])[cH:18][cH:19]1.[N-:23]=[C:24]=[O:25].[Na+:10].[OH-:9].[OH2:32].[cH:26]1[cH:27][cH:28][cH:29][cH:30][cH:31]1>>[CH3:2][N:3]1[C:4](=[N:8][C:21]([NH:20][c:17]2[cH:16][cH:15][c:14]([N+:11](=[O:12])[O-:13])[cH:19][cH:18]2)=[O:22])[CH2:5][CH2:6][CH2:7]1. Reactants: intermediate 19, CC1=C(C=CC=C1)O (2-methyl-phenol), COC(C(CC1CCCC1)Br)=O (2-bromo-3-cyclopentyl-propionic acid methyl ester), ClC=1C(N(N=CC1Cl)C1OCCCC1)=O (4,5-dichloro-2-(tetrahydropyran-2-yl)-2H-pyridazin-3-one), ClC=1C(N(N=CC1Cl)C1OCCCC1)=O (4,5-dichloro-2-(tetrahydropyran-2-yl)-2H-pyridazin-3-one), COC(C(CC1CCCC1)Br)=O (2-bromo-3-cyclopentyl-propionic acid methyl ester). The product is C1(CCCC1)CC(C(=O)O)N1N=CC(=CC1=O)OC1=C(C=CC=C1)C (3-cyclopentyl-2-(6-oxo-4-o-tolyloxy-6H-pyridazin-1-yl)-propionic acid). The yield is 71.0%. RXN SMILES: Cl[C:2]1[C:3](=[O:15])[N:4](C2CCCCO2)[N:5]=[CH:6][C:7]=1Cl.[CH3:16][C:17]1[CH:22]=[CH:21][CH:20]=[CH:19][C:18]=1[OH:23].C[O:25][C:26](=[O:35])[CH:27](Br)[CH2:28][CH:29]1[CH2:33][CH2:32][CH2:31][CH2:30]1>>[CH:29]1([CH2:28][CH:27]([N:4]2[C:3](=[O:15])[CH:2]=[C:7]([O:23][C:18]3[CH:19]=[CH:20][CH:21]=[CH:22][C:17]=3[CH3:16])[CH:6]=[N:5]2)[C:26]([OH:25])=[O:35])[CH2:33][CH2:32][CH2:31][CH2:30]1. Procedure details: In an analogous manner to the stepwise sequence outlined in intermediate 19, starting from 4,5-dichloro-2-(tetrahydropyran-2-yl)-2H-pyridazin-3-one (Intermediate 20) and 2-methyl-phenol and alkylating with 2-bromo-3-cyclopentyl-propionic acid methyl ester (Intermediate 10) afforded 3-cyclopentyl-2-(6-oxo-4-o-tolyloxy-6H-pyridazin-1-yl)-propionic acid (12.2 g, 71%) as a white solid; LC-MS [M+H+]=343.2; HPLC (0.17% trifluoroacetic acid in acetonitrile/water, 50%-100% acetonitrile, gradient, 1 mL/m... Reactants: Cc1ncccc1Br, O=C(O)c1cccc(B(O)O)c1, Cc1cc(-c2cccc(C(=O)CC(=O)OC(C)(C)C)c2)ccn1, COC(=O)c1cccc(-c2ccc(C)nc2)c1, CC#N, O=S(Cl)Cl, c1ccc(P(c2ccccc2)(c2ccccc2)[Pd](P(c2ccccc2)(c2ccccc2)c2ccccc2)(P(c2ccccc2)(c2ccccc2)c2ccccc2)P(c2ccccc2)(c2ccccc2)c2ccccc2)cc1. Yields the product Cc1ccc(-c2cccc(C(=O)CC(=O)OC(C)(C)C)c2)cn1. As a reaction SMILES: [Br:30][c:31]1[c:32]([CH3:33])[n:34][cH:35][cH:36][cH:37]1.[C:18]([c:19]1[cH:20][c:21]([B:22]([OH:23])[OH:24])[cH:25][cH:26][cH:27]1)([OH:28])=[O:29].[C:42]([CH3:43])([CH3:44])([CH3:45])[O:46][C:47]([CH2:48][C:49]([c:50]1[cH:51][cH:52][cH:53][c:54](-[c:55]2[cH:56][cH:57][n:58][c:59]([CH3:60])[cH:61]2)[cH:62]1)=[O:63])=[O:64].[CH3:1][O:2][C:3]([c:4]1[cH:5][c:6](-[c:10]2[cH:11][n:12][c:13]([CH3:16])[cH:14][cH:15]2)[cH:7][cH:8][cH:9]1)=[O:17].[CH3:65][C:66]#[N:67].[S:38]([Cl:39])([Cl:40])=[O:41].[cH:68]1[cH:69][cH:70][c:71]([P:72]([Pd:73]([P:74]([c:75]2[cH:76][cH:77][cH:78][cH:79][cH:80]2)([c:81]2[cH:82][cH:83][cH:84][cH:85][cH:86]2)[c:87]2[cH:88][cH:89][cH:90][cH:91][cH:92]2)([P:93]([c:94]2[cH:95][cH:96][cH:97][cH:98][cH:99]2)([c:100]2[cH:101][cH:102][cH:103][cH:104][cH:105]2)[c:106]2[cH:107][cH:108][cH:109][cH:110][cH:111]2)[P:112]([c:113]2[cH:114][cH:115][cH:116][cH:117][cH:118]2)([c:119]2[cH:120][cH:121][cH:122][cH:123][cH:124]2)[c:125]2[cH:126][cH:127][cH:128][cH:129][cH:130]2)([c:131]2[cH:132][cH:133][cH:134][cH:135][cH:136]2)[c:137]2[cH:138][cH:139][cH:140][cH:141][cH:142]2)[cH:143][cH:144]1>>[C:3]([c:4]1[cH:5][c:6](-[c:10]2[cH:11][n:12][c:13]([CH3:16])[cH:14][cH:15]2)[cH:7][cH:8][cH:9]1)(=[O:17])[CH2:48][C:47]([O:46][C:42]([CH3:43])([CH3:44])[CH3:45])=[O:64]. Starting materials: CC(=O)O, CS(C)=O, CCc1nc2c(cnn2CC)c(NC2CCOCC2)c1CNC(=O)c1cc(C)cc(C(=O)NCc2ccc(Cl)c(-c3cccc(C=O)c3)c2)c1, CC(C)(C)OC(=O)N1CCNCC1. The product is CCc1nc2c(cnn2CC)c(NC2CCOCC2)c1CNC(=O)c1cc(C)cc(C(=O)NCc2ccc(Cl)c(-c3cccc(CN4CCNCC4)c3)c2)c1. Reaction SMILES: [CH3:64][C:65](=[O:66])[OH:67].[CH3:68][S:69]([CH3:70])=[O:71].[Cl:1][c:2]1[cH:3][cH:4][c:5]([CH2:16][NH:17][C:18](=[O:19])[c:20]2[cH:21][c:22]([C:27](=[O:28])[NH:29][CH2:30][c:31]3[c:32]([NH:44][CH:45]4[CH2:46][CH2:47][O:48][CH2:49][CH2:50]4)[c:33]4[c:34]([n:35][c:36]3[CH2:37][CH3:38])[n:39]([CH2:42][CH3:43])[n:40][cH:41]4)[cH:23][c:24]([CH3:26])[cH:25]2)[cH:6][c:7]1-[c:8]1[cH:9][c:10]([CH:14]=[O:15])[cH:11][cH:12][cH:13]1.[N:51]1([C:57]([O:58][C:59]([CH3:60])([CH3:61])[CH3:62])=[O:63])[CH2:52][CH2:53][NH:54][CH2:55][CH2:56]1>>[Cl:1][c:2]1[cH:3][cH:4][c:5]([CH2:16][NH:17][C:18](=[O:19])[c:20]2[cH:21][c:22]([C:27](=[O:28])[NH:29][CH2:30][c:31]3[c:32]([NH:44][CH:45]4[CH2:46][CH2:47][O:48][CH2:49][CH2:50]4)[c:33]4[c:34]([n:35][c:36]3[CH2:37][CH3:38])[n:39]([CH2:42][CH3:43])[n:40][cH:41]4)[cH:23][c:24]([CH3:26])[cH:25]2)[cH:6][c:7]1-[c:8]1[cH:9][c:10]([CH2:57][N:51]2[CH2:52][CH2:53][NH:54][CH2:55][CH2:56]2)[cH:11][cH:12][cH:13]1. The reactants are NC1=NNC=C1 (3-aminopyrazole), O\C=C\1/C(NC2=CC=CC=C12)=O (Z-3-[(hydroxy)-methylene]-1,3-dihydro-indol-2-one), C(C)(C)(C)C1=CC(=NN1)N (5-tert-butyl-1H-pyrazol-3-ylamine). Run in O1CCCC1 (tetrahydrofuran). Yields the product C(C)(C)(C)C1=CC(=NN1)NC=C1C(NC2=CC=CC=C12)=O (3-[(5-tert-Butyl-1H-pyrazol-3-ylamino)-methylene]-1,3-dihydro-indol-2-one). RXN SMILES: NC1C=CNN=1.O/[CH:8]=[C:9]1\[C:10](=[O:18])[NH:11][C:12]2[C:17]\1=[CH:16][CH:15]=[CH:14][CH:13]=2.[C:19]([C:23]1[NH:27][N:26]=[C:25]([NH2:28])[CH:24]=1)([CH3:22])([CH3:21])[CH3:20]>O1CCCC1>[C:19]([C:23]1[NH:27][N:26]=[C:25]([NH:28][CH:8]=[C:9]2[C:17]3[C:12](=[CH:13][CH:14]=[CH:15][CH:16]=3)[NH:11][C:10]2=[O:18])[CH:24]=1)([CH3:22])([CH3:21])[CH3:20]. Procedure details: The named compound is prepared by substituting 5-tert-butyl-1H-pyrazol-3-ylamine for 3-aminopyrazole in the reaction of Example 1. Specifically, E & Z-3-[(hydroxy)-methylene]-1,3-dihydro-indol-2-one (0.100 gms.) is reacted with 0.1920 gms. of 5-tert-butyl-1H-pyrazol-3-ylamine by refluxing in tetrahydrofuran (2.5 mL). Reactants: FC(OC1=CC=C(C=C1)O)(F)F (4-trifluoromethoxy phenol), [N+](=O)(O)[O-] (nitric acid), ice water. The solvent is C(C)(=O)O (acetic acid), C(C)(=O)O (acetic acid). Reaction conditions: time 5 hour. The product is FC(OC1=CC(=C(C=C1)O)[N+](=O)[O-])(F)F (4-trifluoromethoxy-2-nitrophenol). Isolated yield 90.4%. As a reaction SMILES: [F:1][C:2]([F:12])([F:11])[O:3][C:4]1[CH:9]=[CH:8][C:7]([OH:10])=[CH:6][CH:5]=1.[N+:13]([O-])([OH:15])=[O:14]>C(O)(=O)C>[F:1][C:2]([F:11])([F:12])[O:3][C:4]1[CH:5]=[CH:6][C:7]([OH:10])=[C:8]([N+:13]([O-:15])=[O:14])[CH:9]=1. Reported procedure: To a mixture of 4.0 g of 4-trifluoromethoxy phenol and 25 ml of acetic acid, a mixture of 2.02 g of 70% nitric acid and 10 ml of acetic acid was added dropwise with the temperature kept at 10-15° C. The reaction mixture was stirred for five hours. The reaction mixture was poured into ice water and extracted with ethyl acetate. The combined organic layers were washed with water, a saturated aqueous solution of sodium hydrogencarbonate and a saturated sodium chloride solution, dried over sodium su...